This data is from the Open Reaction Database (ORD), a public repository of structured organic reaction records. The task is: describe an organic reaction: reactants, conditions, products, and yield As a reaction SMILES: [CH3:1][C:2]([C:3](=[O:4])[O:5][NH:6][CH:7]([CH2:8][S:9][c:10]1[c:11](-[c:19]2[cH:20][cH:21][cH:22][cH:23][cH:24]2)[cH:12][cH:13][cH:14][c:15]1[N+:16]([O-:17])=[O:18])[C:25](=[O:26])[OH:27])([CH3:28])[CH3:29].[CH3:30][OH:31]>>[CH3:1][C:2]([C:3](=[O:4])[O:5][NH:6][CH:7]([CH2:8][S:9][c:10]1[c:11](-[c:19]2[cH:20][cH:21][cH:22][cH:23][cH:24]2)[cH:12][cH:13][cH:14][c:15]1[NH2:16])[C:25](=[O:26])[OH:27])([CH3:28])[CH3:29]. Product: CC(C)(C)C(=O)ONC(CSc1c(N)cccc1-c1ccccc1)C(=O)O. Reactants: CC(C)(C)C(=O)ONC(CSc1c(-c2ccccc2)cccc1[N+](=O)[O-])C(=O)O, CO.